The task is: describe an organic reaction: reactants, conditions, products, and yield. This data is from the Open Reaction Database (ORD), a public repository of structured organic reaction records. Reactants: CO, CCOC(C)=O, COc1cc(CC(=O)O)cc(OC)c1O, O=S(=O)(O)O. Product: COC(=O)Cc1cc(OC)c(O)c(OC)c1. RXN SMILES: [CH3:16][OH:17].[CH3:23][CH2:24][O:25][C:26](=[O:27])[CH3:28].[OH:1][c:2]1[c:3]([O:14][CH3:15])[cH:4][c:5]([CH2:10][C:11](=[O:12])[OH:13])[cH:6][c:7]1[O:8][CH3:9].[S:18](=[O:19])(=[O:20])([OH:21])[OH:22]>>[OH:1][c:2]1[c:3]([O:14][CH3:15])[cH:4][c:5]([CH2:10][C:11]([O:12][CH3:16])=[O:13])[cH:6][c:7]1[O:8][CH3:9]. Starting materials: OC1=C(CNC(=O)C2=CC=3N(C4=CC=CC=C4SC3C=C2)C(CN2CCCC2)C)C=CC=C1 (N-(2-Hydroxybenzyl)-10-[(2RS)-1-(1-pyrrolidinyl)-2-propyl]-2-phenothiazinecarboxamide), C(\C=C\C(=O)O)(=O)O (fumaric acid). Solvent: CC(C)O (2-propanol), CC(C)O (2-propanol). Yields the product C(\C=C\C(=O)O)(=O)O.OC1=C(CNC(=O)C2=CC=3N(C4=CC=CC=C4SC3C=C2)C(CN2CCCC2)C)C=CC=C1 (N-(2-Hydroxybenzyl)-10-[(2RS)-1-(1-pyrrolidinyl)-2-propyl]-2-phenothiazinecarboxamide fumarate). Isolated yield 46.8%. As a reaction SMILES: [OH:1][C:2]1[CH:33]=[CH:32][CH:31]=[CH:30][C:3]=1[CH2:4][NH:5][C:6]([C:8]1[CH:21]=[CH:20][C:19]2[S:18][C:17]3[C:12](=[CH:13][CH:14]=[CH:15][CH:16]=3)[N:11]([CH:22]([CH3:29])[CH2:23][N:24]3[CH2:28][CH2:27][CH2:26][CH2:25]3)[C:10]=2[CH:9]=1)=[O:7].[C:34]([OH:41])(=[O:40])/[CH:35]=[CH:36]/[C:37]([OH:39])=[O:38]>CC(O)C>[C:34]([OH:41])(=[O:40])/[CH:35]=[CH:36]/[C:37]([OH:39])=[O:38].[OH:1][C:2]1[CH:33]=[CH:32][CH:31]=[CH:30][C:3]=1[CH2:4][NH:5][C:6]([C:8]1[CH:21]=[CH:20][C:19]2[S:18][C:17]3[C:12](=[CH:13][CH:14]=[CH:15][CH:16]=3)[N:11]([CH:22]([CH3:29])[CH2:23][N:24]3[CH2:25][CH2:26][CH2:27][CH2:28]3)[C:10]=2[CH:9]=1)=[O:7] |f:3.4|. Reported procedure: N-(2-Hydroxybenzyl)-10-[(2RS)-1-(1-pyrrolidinyl)-2-propyl]-2-phenothiazinecarboxamide (1.86 g) is dissolved in boiling 2-propanol (22 cc). A solution of fumaric acid (0.47 g) in 2-propanol (18 cc) under reflux is added to this solution. After cooling, the crystals formed are washed with ethyl ether (2×10 cc), filtered and dried under reduced pressure (5 mm Hg; 0.67 kPa) at 50° C. N-(2-Hydroxybenzyl)-10-[(2RS)-1-(1-pyrrolidinyl)-2-propyl]-2-phenothiazinecarboxamide fumarate (1.09 g) is thereby ob... Starting materials: ClC1=CC(=NC2=CC=C(C=C12)C)N1CCS(C2=C(C1)C=CC=C2)(=O)=O (4-(4-chloro-6-methylquinolin-2-yl)-2,3,4,5-tetrahydro-1,4-benzothiazepine 1,1-dioxide), N1CCOCC1 (morpholine). Product: CC=1C=C2C(=CC(=NC2=CC1)N1CCS(C2=C(C1)C=CC=C2)(=O)=O)N2CCOCC2 (4-[6-Methyl-4-(morpholin-4-yl)quinolin-2-yl]-2,3,4,5-tetrahydro-1,4-benzothiazepine 1,1-dioxide). As a reaction SMILES: Cl[C:2]1[C:11]2[C:6](=[CH:7][CH:8]=[C:9]([CH3:12])[CH:10]=2)[N:5]=[C:4]([N:13]2[CH2:19][C:18]3[CH:20]=[CH:21][CH:22]=[CH:23][C:17]=3[S:16](=[O:25])(=[O:24])[CH2:15][CH2:14]2)[CH:3]=1.[NH:26]1[CH2:31][CH2:30][O:29][CH2:28][CH2:27]1>>[CH3:12][C:9]1[CH:10]=[C:11]2[C:6](=[CH:7][CH:8]=1)[N:5]=[C:4]([N:13]1[CH2:19][C:18]3[CH:20]=[CH:21][CH:22]=[CH:23][C:17]=3[S:16](=[O:25])(=[O:24])[CH2:15][CH2:14]1)[CH:3]=[C:2]2[N:26]1[CH2:31][CH2:30][O:29][CH2:28][CH2:27]1. Reported procedure: The title compound was prepared in analogy to Example 9-1 in Scheme 5 by using 4-(4-chloro-6-methylquinolin-2-yl)-2,3,4,5-tetrahydro-1,4-benzothiazepine 1,1-dioxide (prepared in analogy to the one in Example 2-1) and morpholine. MS obsd. (ESI+) [(M+H)+] 424, 1H NMR (400 MHz, CDCl3) δ ppm 8.06 (d, J=8.0 Hz, 1 H), 7.62-7.53 (m, 4 H), 7.40 (t, J=7.6 Hz, 1 H), 7.32 (d, J=7.6 Hz, 1 H), 6.42 (s, 1 H), 5.51 (s, 2 H), 4.60 (brs, 2 H), 4.00 (t, J=4.4 Hz, 4 H), 3.59 (s, 2 H), 3.10 (m, 4 H), 2.44 (s, 3 H). The reactants are BrC1=C(C=CC=C1C)C(=O)C1=NC=NC=C1 ((2-bromo-3-methylphenyl)(pyrimidin-4-yl)methanone), O1CCN(CC1)C=1C(=NC2=CC=C(C=C2C1)B1OC(C(O1)(C)C)(C)C)N (3-morpholino-6-(4,4,5,5-tetramethyl-1,3,2-dioxaborolan-2-yl)quinolin-2-amine), [O-]P(=O)([O-])[O-].[K+].[K+].[K+] (potassium phosphate tribasic), C1(CCCCC1)P(C1=C(C=CC=C1)C1=C(C=C(C=C1CCC)CCC)CCC)C1CCCCC1 (2-(dicyclohexylphosphino)-2′,4′,6′,-tri-1-propyl-1,1′-biphenyl). The reagents and catalysts are C=1C=CC(=CC1)/C=C/C(=O)/C=C/C2=CC=CC=C2.C=1C=CC(=CC1)/C=C/C(=O)/C=C/C2=CC=CC=C2.C=1C=CC(=CC1)/C=C/C(=O)/C=C/C2=CC=CC=C2.[Pd].[Pd] (Pd2dba3). The solvent is O1CCOCC1.O (dioxane water). Conditions: temperature 140 celsius. The product is NC1=NC2=CC=C(C=C2C=C1N1CCOCC1)C1=C(C=CC=C1C)C(=O)C1=NC=NC=C1 ((2-(2-amino-3-morpholinoquinolin-6-yl)-3-methylphenyl)(pyrimidin-4-yl)methanone). Reaction SMILES: Br[C:2]1[C:7]([CH3:8])=[CH:6][CH:5]=[CH:4][C:3]=1[C:9]([C:11]1[CH:16]=[CH:15][N:14]=[CH:13][N:12]=1)=[O:10].[O:17]1[CH2:22][CH2:21][N:20]([C:23]2[C:24]([NH2:42])=[N:25][C:26]3[C:31]([CH:32]=2)=[CH:30][C:29](B2OC(C)(C)C(C)(C)O2)=[CH:28][CH:27]=3)[CH2:19][CH2:18]1.[O-]P([O-])([O-])=O.[K+].[K+].[K+].C1(P(C2CCCCC2)C2C=CC=CC=2C2C(CCC)=CC(CCC)=CC=2CCC)CCCCC1>O1CCOCC1.O.C1C=CC(/C=C/C(/C=C/C2C=CC=CC=2)=O)=CC=1.C1C=CC(/C=C/C(/C=C/C2C=CC=CC=2)=O)=CC=1.C1C=CC(/C=C/C(/C=C/C2C=CC=CC=2)=O)=CC=1.[Pd].[Pd]>[NH2:42][C:24]1[C:23]([N:20]2[CH2:21][CH2:22][O:17][CH2:18][CH2:19]2)=[CH:32][C:31]2[C:26](=[CH:27][CH:28]=[C:29]([C:2]3[C:7]([CH3:8])=[CH:6][CH:5]=[CH:4][C:3]=3[C:9]([C:11]3[CH:16]=[CH:15][N:14]=[CH:13][N:12]=3)=[O:10])[CH:30]=2)[N:25]=1 |f:2.3.4.5,7.8,9.10.11.12.13|. Reported procedure: A mixture of (2-bromo-3-methylphenyl)(pyrimidin-4-yl)methanone (0.10 g, 0.361 mmol), 3-morpholino-6-(4,4,5,5-tetramethyl-1,3,2-dioxaborolan-2-yl)quinolin-2-amine (0.192 g, 0.541 mmol, prepared as in Example 2, Step 1-2), potassium phosphate tribasic (0.149 mL, 1.804 mmol), Pd2dba3 (0.033 g, 0.036 mmol), and 2-(dicyclohexylphosphino)-2′,4′,6′,-tri-1-propyl-1,1′-biphenyl (0.034 g, 0.072 mmol) in dioxane/water (3/1.5 mL) was heated in mw for 12 min at 140° C. The mixture was concentrated and the re...